describe an organic reaction: reactants, conditions, products, and yield From a dataset of the Open Reaction Database (ORD), a public repository of structured organic reaction records. Starting materials: CS(=O)(=O)NC1=C(SC=C1)C(=O)O (3-(methylsulfonamido)thiophene-2-carboxylic acid), ClC=1C=[N+](C=C(C1C[C@H](O)C1=CC(=C(C=C1)OC(F)F)OCC1CC1)Cl)[O-] ((S)-3,5-dichloro-4-(2-(3-(cyclopropylmethoxy)-4-(difluoromethoxy)-phenyl)-2-hydroxyethyl)pyridine 1-oxide), C(CCl)Cl (EDC). Reagents/catalysts: CN(C)C=1C=CN=CC1 (DMAP). Run in C(Cl)Cl (DCM), C(Cl)Cl (DCM). Conditions: time 3 day. The product is ClC=1C=[N+](C=C(C1C[C@H](OC(=O)C=1SC=CC1NS(=O)(=O)C)C1=CC(=C(C=C1)OC(F)F)OCC1CC1)Cl)[O-] ((S)-3,5-dichloro-4-(2-(3-(cyclopropylmethoxy)-4-(difluoromethoxy)-phenyl)-2-(3-(methylsulfonamido)thiophene-2-carbonyloxy)ethyl)pyridine 1-oxide). The yield is 30.6%. Reaction SMILES: [CH3:1][S:2]([NH:5][C:6]1[CH:10]=[CH:9][S:8][C:7]=1[C:11]([OH:13])=[O:12])(=[O:4])=[O:3].[Cl:14][C:15]1[CH:16]=[N+:17]([O-:40])[CH:18]=[C:19]([Cl:39])[C:20]=1[CH2:21][C@@H:22]([C:24]1[CH:29]=[CH:28][C:27]([O:30][CH:31]([F:33])[F:32])=[C:26]([O:34][CH2:35][CH:36]2[CH2:38][CH2:37]2)[CH:25]=1)O.C(Cl)CCl>CN(C1C=CN=CC=1)C.C(Cl)Cl>[Cl:14][C:15]1[CH:16]=[N+:17]([O-:40])[CH:18]=[C:19]([Cl:39])[C:20]=1[CH2:21][C@@H:22]([C:24]1[CH:29]=[CH:28][C:27]([O:30][CH:31]([F:33])[F:32])=[C:26]([O:34][CH2:35][CH:36]2[CH2:38][CH2:37]2)[CH:25]=1)[O:12][C:11]([C:7]1[S:8][CH:9]=[CH:10][C:6]=1[NH:5][S:2]([CH3:1])(=[O:3])=[O:4])=[O:13]. Reported procedure: A mixture of 3-(methylsulfonamido)thiophene-2-carboxylic acid (Int. 38) (110 mg, 0.497 mmol), (S)-3,5-dichloro-4-(2-(3-(cyclopropylmethoxy)-4-(difluoromethoxy)-phenyl)-2-hydroxyethyl)pyridine 1-oxide (209 mg, 0.497 mmol), EDC (286 mg, 1.491 mmol) and DMAP (30.4 mg, 0.249 mmol) in DCM (25 ml) was stirred at RT for 3 days. The mixture was diluted with DCM and washed with 1N HCl and aqueous NaHCO3; the organic layer was dried over Na2SO4, filtered and evaporated. The crude was purified by flash chr... Reactants: CCCN(CCC)C(=O)c1cc(C(=O)OC)cc(-c2ncco2)c1, CO, [K+], [OH-], O. The product is CCCN(CCC)C(=O)c1cc(C(=O)O)cc(-c2ncco2)c1. As a reaction SMILES: [CH2:1]([CH2:2][CH3:3])[N:4]([C:5](=[O:6])[c:7]1[cH:8][c:9]([C:10](=[O:11])[O:12][CH3:13])[cH:14][c:15](-[c:17]2[o:18][cH:19][cH:20][n:21]2)[cH:16]1)[CH2:22][CH2:23][CH3:24].[CH3:25][OH:26].[K+:28].[OH-:27].[OH2:29]>>[CH2:1]([CH2:2][CH3:3])[N:4]([C:5](=[O:6])[c:7]1[cH:8][c:9]([C:10](=[O:11])[OH:12])[cH:14][c:15](-[c:17]2[o:18][cH:19][cH:20][n:21]2)[cH:16]1)[CH2:22][CH2:23][CH3:24].